Dataset: the Open Reaction Database (ORD), a public repository of structured organic reaction records. Task: describe an organic reaction: reactants, conditions, products, and yield The reactants are ClC1=CC=C(CN2C(=C(C3=CC(=CC=C23)Cl)C=2SC=CC2)C(=O)OCC)C=C1 (Ethyl 1-(p-chlorobenzyl)-5-chloro-3-thiophenylindole-2-carboxylate). The solvent is O1CCCC1 (tetrahydrofuran). The product is ClC1=CC=C(CN2C(=C(C3=CC(=CC=C23)Cl)C=2SC=CC2)C(=O)O)C=C1 (1-(p Chlorobenzyl)-5-chloro-3-thiophenylindole-2-carboxylic acid). Reaction SMILES: [Cl:1][C:2]1[CH:28]=[CH:27][C:5]([CH2:6][N:7]2[C:15]3[C:10](=[CH:11][C:12]([Cl:16])=[CH:13][CH:14]=3)[C:9]([C:17]3[S:18][CH:19]=[CH:20][CH:21]=3)=[C:8]2[C:22]([O:24]CC)=[O:23])=[CH:4][CH:3]=1>O1CCCC1>[Cl:1][C:2]1[CH:3]=[CH:4][C:5]([CH2:6][N:7]2[C:15]3[C:10](=[CH:11][C:12]([Cl:16])=[CH:13][CH:14]=3)[C:9]([C:17]3[S:18][CH:19]=[CH:20][CH:21]=3)=[C:8]2[C:22]([OH:24])=[O:23])=[CH:27][CH:28]=1. Procedure: Following the procedure of Preparation 6, but using ethyl 1-(p-chlorobenzyl)-5-chloro-3-thiophenylindole-2-carboxylate from Example 1 as the starting material and tetrahydrofuran as the solvent, the title compound was prepared, mp 185°-188° (dec.). Reactants: CCO, [Na], O=C(O)c1cccc(-c2cccc(O)c2)c1, O=S(=O)(O)O, O=C(c1ccccc1)C(Br)c1ccccc1. The product is O=C(OC(C(=O)c1ccccc1)c1ccccc1)c1cccc(-c2cccc(O)c2)c1. Reaction SMILES: [CH3:39][CH2:40][OH:41].[Na:1].[OH:2][c:3]1[cH:4][c:5](-[c:9]2[cH:10][c:11]([C:15](=[O:16])[OH:17])[cH:12][cH:13][cH:14]2)[cH:6][cH:7][cH:8]1.[S:18](=[O:19])(=[O:20])([OH:21])[OH:22].[c:23]1([C:29](=[O:30])[CH:31]([c:32]2[cH:33][cH:34][cH:35][cH:36][cH:37]2)[Br:38])[cH:24][cH:25][cH:26][cH:27][cH:28]1>>[OH:2][c:3]1[cH:4][c:5](-[c:9]2[cH:10][c:11]([C:15](=[O:16])[O:17][CH:31]([C:29]([c:23]3[cH:24][cH:25][cH:26][cH:27][cH:28]3)=[O:30])[c:32]3[cH:33][cH:34][cH:35][cH:36][cH:37]3)[cH:12][cH:13][cH:14]2)[cH:6][cH:7][cH:8]1. The reactants are C(C)(=O)OCC (ethyl acetate), OC=1C=C(C=CC1)CC1C(CCCC1)C=1OC(=C(N1)C1=CC=CC=C1)C1=CC=CC=C1 (2-[2-[(3-hydroxyphenyl)methyl]-cyclohexyl]-4,5-diphenyloxazole), BrCC(=O)OCC (ethyl bromoacetate), C([O-])([O-])=O.[K+].[K+] (potassium carbonate). Solvent: O (water), C(C)#N (acetonitrile). Run at time 8 hour. Product: C(C)OC(=O)COC=1C=C(C=CC1)C[C@H]1[C@@H](CCCC1)C=1OC(=C(N1)C1=CC=CC=C1)C1=CC=CC=C1 (trans-1-[(3-ethoxycarbonylmethoxyphenyl)methyl]-2-(4,5-diphenyloxazol-2-yl)cyclohexane). As a reaction SMILES: [OH:1][C:2]1[CH:3]=[C:4]([CH2:8][CH:9]2[CH2:14][CH2:13][CH2:12][CH2:11][CH:10]2[C:15]2[O:16][C:17]([C:26]3[CH:31]=[CH:30][CH:29]=[CH:28][CH:27]=3)=[C:18]([C:20]3[CH:25]=[CH:24][CH:23]=[CH:22][CH:21]=3)[N:19]=2)[CH:5]=[CH:6][CH:7]=1.Br[CH2:33][C:34]([O:36][CH2:37][CH3:38])=[O:35].C(=O)([O-])[O-].[K+].[K+].C(OCC)(=O)C>C(#N)C.O>[CH2:37]([O:36][C:34]([CH2:33][O:1][C:2]1[CH:3]=[C:4]([CH2:8][C@@H:9]2[CH2:14][CH2:13][CH2:12][CH2:11][C@H:10]2[C:15]2[O:16][C:17]([C:26]3[CH:27]=[CH:28][CH:29]=[CH:30][CH:31]=3)=[C:18]([C:20]3[CH:21]=[CH:22][CH:23]=[CH:24][CH:25]=3)[N:19]=2)[CH:5]=[CH:6][CH:7]=1)=[O:35])[CH3:38] |f:2.3.4|. Reported procedure: A mixture of 2-[2-[(3-hydroxyphenyl)methyl]-cyclohexyl]-4,5-diphenyloxazole (320 mg), ethyl bromoacetate (0.13 ml), and potassium carbonate (270 mg) in acetonitrile (3.0 ml) was stirred at room temperature overnight and a mixture of ethyl acetate and water was added thereto. The organic layer was separated, washed with water (twice) and brine, dried over magnesium sulfate, and evaporated in vacuo. The oily residue was chromatographed over silica gel using n-hexane--ethyl acetate as an eluent. Th... The reactants are FC1=C(C(=CC(=C1)C(C)=NS(=O)C(C)(C)C)F)NS(=O)(=O)C (N-{2,6-difluoro-4-[1-(2-methyl-propane-2-sulfinylimino)-ethyl]-phenyl}-methanesulfonamide), [BH4-].[Na+] (NaBH4), CO (CH3OH). The solvent is C1CCOC1 (THF), C1CCOC1 (THF). Run at temperature -48 celsius, time 10 hour. Product: FC1=C(C(=CC(=C1)C(C)NS(=O)C(C)(C)C)F)NS(=O)(=O)C (N-{2,6-difluoro-4-[1-(2-methyl-propane-2-sulfinylamino)-ethyl]-phenyl}-methanesulfonamide). The yield is 85.5%. As a reaction SMILES: [F:1][C:2]1[CH:7]=[C:6]([C:8](=[N:10][S:11]([C:13]([CH3:16])([CH3:15])[CH3:14])=[O:12])[CH3:9])[CH:5]=[C:4]([F:17])[C:3]=1[NH:18][S:19]([CH3:22])(=[O:21])=[O:20].[BH4-].[Na+].CO>C1COCC1>[F:1][C:2]1[CH:7]=[C:6]([CH:8]([NH:10][S:11]([C:13]([CH3:16])([CH3:14])[CH3:15])=[O:12])[CH3:9])[CH:5]=[C:4]([F:17])[C:3]=1[NH:18][S:19]([CH3:22])(=[O:21])=[O:20] |f:1.2|. Reported procedure: To a solution of N-(4-acetyl-2,6-difluoro-phenyl)-methanesulfonamide (1.84 g, 7.38 mmol) and (R)-(+)-2-methyl-2-propanesulfinamide (1.07 g, 8.86 mL) in THF (15 mL) was added dropwise Ti(OEt)4 (2.61 mL, 12.6 mmol) at room temperature. The mixture was stirred overnight at 90° C. The mixture cooled to room temperature and then was added brine. After the mixture was extracted three times with EtOAc, dried over anhydrous magnesium sulfate, filtered, and concentrated under reduced pressure. The crude ...